From a dataset of the Open Reaction Database (ORD), a public repository of structured organic reaction records. describe an organic reaction: reactants, conditions, products, and yield The reactants are ClC1=C(C=CC(=C1)Cl)[N+](=O)[O-] (2,4-dichloronitrobenzene), [H-].[Na+] (sodium hydride), C(#N)C1=CC=C(C=C1)O (4-cyanophenol). Run in CN(C)C=O (DMF), CN(C)C=O (DMF), CN(C)C=O (DMF). Reaction conditions: temperature 5 celsius, time 10 minute. Yields the product C(#N)C1=CC=C(OC2=C(C=CC(=C2)OC2=CC=C(C=C2)C#N)[N+](=O)[O-])C=C1 (1,5-Bis-(4-cyano-phenoxy)-2-nitrobenzene). Isolated yield 66.6%. Reaction SMILES: [C:1]([C:3]1[CH:8]=[CH:7][C:6]([OH:9])=[CH:5][CH:4]=1)#[N:2].[H-].[Na+].Cl[C:13]1[CH:18]=[C:17](Cl)[CH:16]=[CH:15][C:14]=1[N+:20]([O-:22])=[O:21]>CN(C=O)C>[C:1]([C:3]1[CH:8]=[CH:7][C:6]([O:9][C:13]2[CH:18]=[C:17]([O:9][C:6]3[CH:7]=[CH:8][C:3]([C:1]#[N:2])=[CH:4][CH:5]=3)[CH:16]=[CH:15][C:14]=2[N+:20]([O-:22])=[O:21])=[CH:5][CH:4]=1)#[N:2] |f:1.2|. Reported procedure: 4-cyanophenol 4.5 g (23.0 mmol), dissolved in 5 ml of DMF, was added to a stirred suspension of sodium hydride 0.92 g (23.0 mmol) in 5 ml of DMF cooled to 5° C. The reaction flask was stirred for 10 min at the same temperature and this was followed by dropwise addition (over 15 min) of 2,4-dichloronitrobenzene 2.0 g (10.5 mmol) dissolved in 5 ml of DMF. The reaction mixture was stirred for 6 h at 70° C. The reaction mass was poured into ice-cold water and extracted with 200 ml of ethylacetate. T... The reactants are C1(CCCC1)NC1=NC(=NC(=C1C)C)NCC1=NC=CC=C1 (N4-cyclopentyl-5,6-dimethyl-N2-(pyridin-2-ylmethyl)pyrimidine-2,4-diamine), C1(CCC1)N (cyclobutanamine). Product: CC=1C(=NC(=NC1C)NCC1=NC=CC=C1)NC(CC)CC (5,6-dimethyl-N4-(pentan-3-yl)-N2-(pyridin-2-ylmethyl)pyrimidine-2,4-diamine). Reaction SMILES: [CH:1]1([NH:6][C:7]2[C:12]([CH3:13])=[C:11]([CH3:14])[N:10]=[C:9]([NH:15][CH2:16][C:17]3[CH:22]=[CH:21][CH:20]=[CH:19][N:18]=3)[N:8]=2)[CH2:5][CH2:4][CH2:3][CH2:2]1.C1(N)CCC1>>[CH3:13][C:12]1[C:7]([NH:6][CH:1]([CH2:5][CH3:4])[CH2:2][CH3:3])=[N:8][C:9]([NH:15][CH2:16][C:17]2[CH:22]=[CH:21][CH:20]=[CH:19][N:18]=2)=[N:10][C:11]=1[CH3:14]. Reported procedure: The titled compound was synthesized according to the procedure described for preparation of N4-cyclopentyl-5,6-dimethyl-N2-(pyridin-2-ylmethyl)pyrimidine-2,4-diamine (Example 29) using cyclobutanamine instead of cyclopentanamine. The crude material was purified by column chromatography eluting with mixture of chloroform/ethanol/20% water solution of ammonia (200:10:1), and then the final product was washed with diethyl ether to afford the titled compound as a white solid. 1H NMR (300 MHz, CDCl3)... Starting materials: [OH-].[K+] (Potassium hydroxide), COC(=O)C1=NC=C(N=C1N)NC1CCN(CC1)C1=NC2=CC(=C(C=C2C(=N1)N)OC)OC (3-Amino-5-[1-(4-amino-6,7-dimethoxy-quinazolin-2-yl)-piperidin-4-ylamino]-pyrazine-2-carboxylic acid methyl ester). Run in CO.O (MeOH H2O). Reaction conditions: temperature 85 celsius. Product: NC=1C(=NC=C(N1)NC1CCN(CC1)C1=NC2=CC(=C(C=C2C(=N1)N)OC)OC)C(=O)O (3-Amino-5-[1-(4-amino-6,7-dimethoxyquinazolin-2-yl)piperidin-4-ylamino]pyrazine-2-carboxylic acid). The yield is 101.4%. Reaction SMILES: [OH-].[K+].C[O:4][C:5]([C:7]1[C:12]([NH2:13])=[N:11][C:10]([NH:14][CH:15]2[CH2:20][CH2:19][N:18]([C:21]3[N:30]=[C:29]([NH2:31])[C:28]4[C:23](=[CH:24][C:25]([O:34][CH3:35])=[C:26]([O:32][CH3:33])[CH:27]=4)[N:22]=3)[CH2:17][CH2:16]2)=[CH:9][N:8]=1)=[O:6]>CO.O>[NH2:13][C:12]1[C:7]([C:5]([OH:6])=[O:4])=[N:8][CH:9]=[C:10]([NH:14][CH:15]2[CH2:20][CH2:19][N:18]([C:21]3[N:30]=[C:29]([NH2:31])[C:28]4[C:23](=[CH:24][C:25]([O:34][CH3:35])=[C:26]([O:32][CH3:33])[CH:27]=4)[N:22]=3)[CH2:17][CH2:16]2)[N:11]=1 |f:0.1,3.4|. Procedure: Potassium hydroxide (0.53 g, 9.46 mmol) was added to a solution of (2) (0.23 g, 0.47 mmol) in MeOH/H2O (20 mL, 10%; v/v) at 25° C. The reaction mixture was heated at 85° C. for 12 h then cooled to room temperature. The mixture was concentrated, acidified with HCl (aq) (20 mL, 3M) and the desired product was filtered and rinsed with cold H2O to give 0.21 g (93%) of the title compound: 1H NMR (DMSO) δ 12.45 (br s, 1H), 8.78 (br, 2H), 8.37 (s, 1H), 7.78 (s, 1H), 7.68 (s, 1H), 7.38 (s, 1H), 5.19 (br... The product is CCOC(=O)Oc1ccc(CC(N)C(=O)OC(C)C(C)OC(C)=O)cc1OC(=O)OCC, Cl. Starting materials: CCOC(=O)Oc1ccc(CC(NC(=O)OC(C)(C)C)C(=O)OC(C)C(C)OC(C)=O)cc1OC(=O)OCC, C1COCCO1, Cl. RXN SMILES: [CH2:1]([CH3:2])[O:3][C:4](=[O:5])[O:6][c:7]1[cH:8][c:9]([CH2:19][CH:20]([C:21](=[O:22])[O:23][CH:24]([CH:25]([CH3:26])[O:27][C:28]([CH3:29])=[O:30])[CH3:31])[NH:32][C:33]([O:34][C:35]([CH3:36])([CH3:37])[CH3:38])=[O:39])[cH:10][cH:11][c:12]1[O:13][C:14](=[O:15])[O:16][CH2:17][CH3:18].[CH2:41]1[O:42][CH2:43][CH2:44][O:45][CH2:46]1.[ClH:40]>>[CH2:1]([CH3:2])[O:3][C:4](=[O:5])[O:6][c:7]1[cH:8][c:9]([CH2:19][CH:20]([C:21](=[O:22])[O:23][CH:24]([CH:25]([CH3:26])[O:27][C:28]([CH3:29])=[O:30])[CH3:31])[NH2:32])[cH:10][cH:11][c:12]1[O:13][C:14](=[O:15])[O:16][CH2:17][CH3:18].[ClH:40]. The reactants are FC1=CC=C(C=C1)C1(CCOCC1)C(=O)OCC (ethyl 4-(4-fluorophenyl)-tetrahydro-2H-pyran-4-carboxylate), [OH-].[K+] (KOH). The solvent is CCO.O (EtOH H2O). Product: FC1=CC=C(C=C1)C1(CCOCC1)C(=O)O (4-(4-Fluorophenyl)-tetrahydro-2H-pyran-4-carboxylic acid). Isolated yield 78.0%. As a reaction SMILES: [F:1][C:2]1[CH:7]=[CH:6][C:5]([C:8]2([C:14]([O:16]CC)=[O:15])[CH2:13][CH2:12][O:11][CH2:10][CH2:9]2)=[CH:4][CH:3]=1.[OH-].[K+]>CCO.O>[F:1][C:2]1[CH:7]=[CH:6][C:5]([C:8]2([C:14]([OH:16])=[O:15])[CH2:9][CH2:10][O:11][CH2:12][CH2:13]2)=[CH:4][CH:3]=1 |f:1.2,3.4|. Reported procedure: A mixture of ethyl 4-(4-fluorophenyl)-tetrahydro-2H-pyran-4-carboxylate (7.1 g, 28 mmol) and KOH (3.2 g, 56 mmol) in 100 mL EtOH/H2O (4:1) was refluxed for 4 hours, M−1=223. The mixture was cooled to room temperature. The mixture was extracted with EtOAc and the organic layer discarded. The water layer was acidified with concentrated HCl, extracted with EtOAc washed with H2O and brine, dried over anhydrous Na2SO4, and concentrated in vacuo to give 4.9 g of the product as a white solid. MS (m/z)=... Reactants: OC1=NOC2=C1C=CC(=C2CCC)OCC2=CC=CC=C2 (3-hydroxy-6-benzyloxy-7-propylbenz-[4,5]-isoxazole), CI (methyl iodide), C([O-])([O-])=O.[K+].[K+] (potassium carbonate). Solvent: CC(=O)C (acetone). Yields the product COC1=NOC2=C1C=CC(=C2CCC)OCC2=CC=CC=C2 (3-methoxy-6-benzyloxy-7-propylbenz-[4,5]-isoxazole). Reaction SMILES: [OH:1][C:2]1[C:6]2[CH:7]=[CH:8][C:9]([O:14][CH2:15][C:16]3[CH:21]=[CH:20][CH:19]=[CH:18][CH:17]=3)=[C:10]([CH2:11][CH2:12][CH3:13])[C:5]=2[O:4][N:3]=1.CI.[C:24](=O)([O-])[O-].[K+].[K+]>CC(C)=O>[CH3:24][O:1][C:2]1[C:6]2[CH:7]=[CH:8][C:9]([O:14][CH2:15][C:16]3[CH:17]=[CH:18][CH:19]=[CH:20][CH:21]=3)=[C:10]([CH2:11][CH2:12][CH3:13])[C:5]=2[O:4][N:3]=1 |f:2.3.4|. Reported procedure: A solution of 3-hydroxy-6-benzyloxy-7-propylbenz-[4,5]-isoxazole (Step C; 195 mg) in acetone (3 mL) was treated with methyl iodide (0.067 mL) and potassium carbonate (100 mg). The mixture was refluxed for 8 hours. The reaction was partitioned between isopropyl acetate and pH 4 buffer. The organic was dried over magnesium sulfate, filtered and concentrated to a solid, which was chromatographed over silica gel to afford the title compound. Starting materials: OC(C(C)C)(C=1N=CN(C1)C(C1=CC=CC=C1)(C1=CC=CC=C1)C1=CC=CC=C1)C1=CC=C(C=C1)B(O)O (4-[1-hydroxy-2-methyl-1-(1-trityl-1H-imidazol-4-yl)propyl]phenylboronic acid), BrC=1C=C(C=CC1F)NC(C)=O (N-(3-bromo-4-fluorophenyl)acetamide). Isolated yield 33.4%. Reported procedure: By the reaction in the same manner as in Example 33-(ii) using 4-[1-hydroxy-2-methyl-1-(1-trityl-1H-imidazol-4-yl)propyl]phenylboronic acid (3.19 g), N-(3-bromo-4-fluorophenyl)acetamide (990 mg) and tetrakis(triphenylphosphine)palladium(0) (0.21 g), the title compound (870 mg) was obtained as a pale-yellow amorphous powder. The reagents and catalysts are C=1C=CC(=CC1)[P](C=2C=CC=CC2)(C=3C=CC=CC3)[Pd]([P](C=4C=CC=CC4)(C=5C=CC=CC5)C=6C=CC=CC6)([P](C=7C=CC=CC7)(C=8C=CC=CC8)C=9C=CC=CC9)[P](C=1C=CC=CC1)(C=1C=CC=CC1)C=1C=CC=CC1 (tetrakis(triphenylphosphine)palladium(0)). Product: FC1=CC=C(C=C1C1=CC=C(C=C1)C(C(C)C)(C=1N=CN(C1)C(C1=CC=CC=C1)(C1=CC=CC=C1)C1=CC=CC=C1)O)NC(C)=O (N-{6-fluoro-4′-[1-hydroxy-2-methyl-1-(1-trityl-1H-imidazol-4-yl)propyl][1,1′-biphenyl]-3-yl}acetamide). Reaction SMILES: [OH:1][C:2]([C:30]1[CH:35]=[CH:34][C:33](B(O)O)=[CH:32][CH:31]=1)([C:6]1[N:7]=[CH:8][N:9]([C:11]([C:24]2[CH:29]=[CH:28][CH:27]=[CH:26][CH:25]=2)([C:18]2[CH:23]=[CH:22][CH:21]=[CH:20][CH:19]=2)[C:12]2[CH:17]=[CH:16][CH:15]=[CH:14][CH:13]=2)[CH:10]=1)[CH:3]([CH3:5])[CH3:4].Br[C:40]1[CH:41]=[C:42]([NH:47][C:48](=[O:50])[CH3:49])[CH:43]=[CH:44][C:45]=1[F:46]>C1C=CC([P]([Pd]([P](C2C=CC=CC=2)(C2C=CC=CC=2)C2C=CC=CC=2)([P](C2C=CC=CC=2)(C2C=CC=CC=2)C2C=CC=CC=2)[P](C2C=CC=CC=2)(C2C=CC=CC=2)C2C=CC=CC=2)(C2C=CC=CC=2)C2C=CC=CC=2)=CC=1>[F:46][C:45]1[C:40]([C:33]2[CH:32]=[CH:31][C:30]([C:2]([OH:1])([C:6]3[N:7]=[CH:8][N:9]([C:11]([C:12]4[CH:13]=[CH:14][CH:15]=[CH:16][CH:17]=4)([C:24]4[CH:29]=[CH:28][CH:27]=[CH:26][CH:25]=4)[C:18]4[CH:19]=[CH:20][CH:21]=[CH:22][CH:23]=4)[CH:10]=3)[CH:3]([CH3:4])[CH3:5])=[CH:35][CH:34]=2)=[CH:41][C:42]([NH:47][C:48](=[O:50])[CH3:49])=[CH:43][CH:44]=1 |^1:54,56,75,94|.